From a dataset of the Open Reaction Database (ORD), a public repository of structured organic reaction records. describe an organic reaction: reactants, conditions, products, and yield Starting materials: Cl (HCl), [OH-].[K+] (KOH), COC([C@H](CCCCNC(C1=CC=C(C=C1)C(C1=CC=CC=C1)=O)=O)N1C2=CC=CC=C2C=2C=CC=CC12)=O ((S)-6-(4-Benzoyl-benzoylamino)-2-carbazol-9-yl-hexanoic acid methyl ester), C1(=CC=CC=C1)C (toluene). Run in CO (methanol). The product is C(C1=CC=CC=C1)(=O)C1=CC=C(C(=O)NCCCC[C@@H](C(=O)O)N2C3=CC=CC=C3C=3C=CC=CC23)C=C1 ((S)-6-(4-benzoyl-benzoylamino)-2-carbazol-9-yl-hexanoic acid). Yield: 94.6%. RXN SMILES: [OH-].[K+].C[O:4][C:5](=[O:41])[C@@H:6]([N:28]1[C:40]2[CH:39]=[CH:38][CH:37]=[CH:36][C:35]=2[C:34]2[C:29]1=[CH:30][CH:31]=[CH:32][CH:33]=2)[CH2:7][CH2:8][CH2:9][CH2:10][NH:11][C:12](=[O:27])[C:13]1[CH:18]=[CH:17][C:16]([C:19](=[O:26])[C:20]2[CH:25]=[CH:24][CH:23]=[CH:22][CH:21]=2)=[CH:15][CH:14]=1.C1(C)C=CC=CC=1.Cl>CO>[C:19]([C:16]1[CH:15]=[CH:14][C:13]([C:12]([NH:11][CH2:10][CH2:9][CH2:8][CH2:7][C@H:6]([N:28]2[C:40]3[CH:39]=[CH:38][CH:37]=[CH:36][C:35]=3[C:34]3[C:29]2=[CH:30][CH:31]=[CH:32][CH:33]=3)[C:5]([OH:41])=[O:4])=[O:27])=[CH:18][CH:17]=1)(=[O:26])[C:20]1[CH:25]=[CH:24][CH:23]=[CH:22][CH:21]=1 |f:0.1|. Procedure: Methanolic KOH (0.050 g, 0.88 mmol) was added to a stirred solution of 6-(4-benzoyl-benzoylamino)-2-carbazol-9-yl-hexanoic acid methyl ester 6 (0.230 g, 0.44 mmol) in a mixture (1:2) of toluene (2 mL) and methanol (4 mL). The resulting reaction mixture was refluxed for 3 h. Subsequently, it was neutralized to pH 3-4 with dil. HCl and extracted with EtOAc (20 mL×2). The combined organic extract was washed with water (15 mL×2) and dried over anhydrous Na2SO4. Removal of solvent under reduced press... Reactants: CS(=O)(=O)Cl, CO, CCN(C(C)C)C(C)C, ClCCCl, ClCCl, [K+], [K+], [Na+], O=C([O-])O, O=C([O-])[O-], O, Nc1cc(C(F)(F)F)ccc1-c1cc(Oc2ccc3cccnc3c2)ncn1. Product: CS(=O)(=O)Nc1cc(C(F)(F)F)ccc1-c1cc(Oc2ccc3cccnc3c2)ncn1. As a reaction SMILES: [CH3:38][S:39]([Cl:40])(=[O:41])=[O:42].[CH3:62][OH:63].[CH:29]([N:30]([CH2:31][CH3:32])[CH:33]([CH3:34])[CH3:35])([CH3:36])[CH3:37].[Cl:54][CH2:55][CH2:56][Cl:57].[Cl:59][CH2:60][Cl:61].[K+:48].[K+:49].[Na+:47].[O-:43][C:44]([OH:45])=[O:46].[O-:50][C:51]([O-:52])=[O:53].[OH2:58].[n:1]1[cH:2][cH:3][cH:4][c:5]2[cH:6][cH:7][c:8]([O:11][c:12]3[cH:13][c:14](-[c:18]4[c:19]([NH2:28])[cH:20][c:21]([C:24]([F:25])([F:26])[F:27])[cH:22][cH:23]4)[n:15][cH:16][n:17]3)[cH:9][c:10]12>>[n:1]1[cH:2][cH:3][cH:4][c:5]2[cH:6][cH:7][c:8]([O:11][c:12]3[cH:13][c:14](-[c:18]4[c:19]([NH:28][S:39]([CH3:38])(=[O:41])=[O:42])[cH:20][c:21]([C:24]([F:25])([F:26])[F:27])[cH:22][cH:23]4)[n:15][cH:16][n:17]3)[cH:9][c:10]12.